From a dataset of the Open Reaction Database (ORD), a public repository of structured organic reaction records. describe an organic reaction: reactants, conditions, products, and yield The reactants are FOC(F)(C(F)CC=CCBr)C(F)(F)F, FOC(F)(C(F)CCC=CCBr)C(F)(F)F, C, CCO, [Pd]. Yields the product FOC(F)(C(F)CCCCCBr)C(F)(F)F. RXN SMILES: [Br:17][CH2:18][CH:19]=[CH:20][CH2:21][CH:22]([F:23])[C:24]([F:25])([C:26]([F:27])([F:28])[F:29])[O:30][F:31].[Br:1][CH2:2][CH:3]=[CH:4][CH2:5][CH2:6][CH:7]([C:8]([O:9][F:10])([C:11]([F:12])([F:13])[F:14])[F:15])[F:16].[C:32].[CH3:34][CH2:35][OH:36].[Pd:33]>>[Br:1][CH2:2][CH2:3][CH2:4][CH2:5][CH2:6][CH:7]([C:8]([O:9][F:10])([C:11]([F:12])([F:13])[F:14])[F:15])[F:16]. Starting materials: COC(=O)C(CCC(C)C)N(C)S(=O)(=O)NC(=O)OCc1ccccc1, CO. Product: COC(=O)C(CCC(C)C)N(C)S(N)(=O)=O. RXN SMILES: [CH3:1][O:2][C:3]([CH:4]([N:5]([CH3:6])[S:7](=[O:8])(=[O:9])[NH:10][C:11]([O:12][CH2:13][c:14]1[cH:15][cH:16][cH:17][cH:18][cH:19]1)=[O:20])[CH2:21][CH2:22][CH:23]([CH3:24])[CH3:25])=[O:26].[CH3:27][OH:28]>>[CH3:1][O:2][C:3]([CH:4]([N:5]([CH3:6])[S:7](=[O:8])(=[O:9])[NH2:10])[CH2:21][CH2:22][CH:23]([CH3:24])[CH3:25])=[O:26]. Starting materials: CCCC[SnH](CCCC)CCCC, C1CCOC1, CC1(O)CC(=O)OC(CCc2ccc(Cl)cc2)C1Br. The product is CC1(O)CC(=O)OC(CCc2ccc(Cl)cc2)C1. As a reaction SMILES: [CH2:20]([SnH:21]([CH2:22][CH2:23][CH2:24][CH3:25])[CH2:26][CH2:27][CH2:28][CH3:29])[CH2:30][CH2:31][CH3:32].[O:33]1[CH2:34][CH2:35][CH2:36][CH2:37]1.[OH:1][C:2]1([CH3:19])[CH2:3][C:4](=[O:5])[O:6][CH:7]([CH2:10][CH2:11][c:12]2[cH:13][cH:14][c:15]([Cl:18])[cH:16][cH:17]2)[CH:8]1[Br:9]>>[OH:1][C:2]1([CH3:19])[CH2:3][C:4](=[O:5])[O:6][CH:7]([CH2:10][CH2:11][c:12]2[cH:13][cH:14][c:15]([Cl:18])[cH:16][cH:17]2)[CH2:8]1. Reactants: FC1=NC(=CC=C1)F (2,6-difluoropyridine), FC(S(=O)(=O)O)(F)F (trifluoromethanesulphonic acid). Reaction conditions: time 1 hour. The product is FC(S(=O)(=O)[O-])(F)F.FC1=[N+](C(=CC=C1)F)C (2,6-Difluoro-1-methylpyridinium trifluoromethanesulphonate). Reaction SMILES: [F:1][C:2]1[CH:7]=[CH:6][CH:5]=[C:4]([F:8])[N:3]=1.[F:9][C:10]([F:16])([F:15])[S:11]([OH:14])(=[O:13])=[O:12]>>[F:9][C:10]([F:16])([F:15])[S:11]([O-:14])(=[O:13])=[O:12].[F:1][C:2]1[CH:7]=[CH:6][CH:5]=[C:4]([F:8])[N+:3]=1[CH3:10] |f:2.3|. Procedure: 10 mmol of 2,6-difluoropyridine and 10 mmol of trifluoromethanesulphonic acid are mixed in a 50 ml round-bottomed flask and the mixture is stirred for 1 hour at ambient temperature under a nitrogen atmosphere. The white solid obtained is used directly in the following reaction without further purification.